This data is from the Open Reaction Database (ORD), a public repository of structured organic reaction records. The task is: describe an organic reaction: reactants, conditions, products, and yield The reactants are C(C1=CC=CC=C1)C1=C(C=CC=C1)NC(CCCBr)=O (2-benzyl-1-(4-bromobutyrylamino)benzene), O(C1=CC=CC=C1)C1=CC=C(C=C1)C=1CCNCC1 (4-(4-phenoxyphenyl)-1,2,3,6-tetrahydropyridine). Product: C(C1=CC=CC=C1)C1=C(C=CC=C1)NC(CCCN1CCC(=CC1)C1=CC=C(C=C1)OC1=CC=CC=C1)=O (2-benzyl-1-[4-(4-(4-phenoxyphenyl)-1,2,3,6-tetrahydropyridin-1-yl) butyrylamino]benzene). Reaction SMILES: [CH2:1]([C:8]1[CH:13]=[CH:12][CH:11]=[CH:10][C:9]=1[NH:14][C:15](=[O:20])[CH2:16][CH2:17][CH2:18]Br)[C:2]1[CH:7]=[CH:6][CH:5]=[CH:4][CH:3]=1.[O:21]([C:28]1[CH:33]=[CH:32][C:31]([C:34]2[CH2:35][CH2:36][NH:37][CH2:38][CH:39]=2)=[CH:30][CH:29]=1)[C:22]1[CH:27]=[CH:26][CH:25]=[CH:24][CH:23]=1>>[CH2:1]([C:8]1[CH:13]=[CH:12][CH:11]=[CH:10][C:9]=1[NH:14][C:15](=[O:20])[CH2:16][CH2:17][CH2:18][N:37]1[CH2:36][CH:35]=[C:34]([C:31]2[CH:32]=[CH:33][C:28]([O:21][C:22]3[CH:27]=[CH:26][CH:25]=[CH:24][CH:23]=3)=[CH:29][CH:30]=2)[CH2:39][CH2:38]1)[C:2]1[CH:7]=[CH:6][CH:5]=[CH:4][CH:3]=1. Reported procedure: The compound (11) synthesized in Reference Example 11 and the compound (3) synthesized in Reference Example 3 were used to produce the above compound in the same way as Example 1.